From a dataset of the Open Reaction Database (ORD), a public repository of structured organic reaction records. describe an organic reaction: reactants, conditions, products, and yield Starting materials: ClC=1N=NC=C(C1C1=CC=C(C=C1)Cl)Cl (3,5-dichloro-4-(4-chlorophenyl)pyridazine), NN (hydrazine). Run in O1CCOCC1 (dioxane). Reaction conditions: temperature 70 celsius. The product is ClC=1C(=C(N=NC1)NN)C1=CC=C(C=C1)Cl (1-(5-chloro-4-(4-chlorophenyl)pyridazin-3-yl)hydrazine). Yield: 22.0%. As a reaction SMILES: Cl[C:2]1[N:3]=[N:4][CH:5]=[C:6]([Cl:15])[C:7]=1[C:8]1[CH:13]=[CH:12][C:11]([Cl:14])=[CH:10][CH:9]=1.[NH2:16][NH2:17]>O1CCOCC1>[Cl:15][C:6]1[C:7]([C:8]2[CH:13]=[CH:12][C:11]([Cl:14])=[CH:10][CH:9]=2)=[C:2]([NH:16][NH2:17])[N:3]=[N:4][CH:5]=1. Procedure: To a solution of 3,5-dichloro-4-(4-chlorophenyl)pyridazine (2.56 g, 10 mmol) in dioxane (36 mL) at RT was added hydrazine (3.2 mL, 100 mL). After addition, the reaction was heated to 70° C. for 2 h. After cooling to RT, the reaction was concentrated under reduced pressure. To the obtained residue was added 2-propanol (80 mL) and the resulting white solid was removed by filtration. The collected liquid was concentrated under reduced pressure to give the title compound 1-(5-chloro-4-(4-chloropheny... Reactants: C(C1=CC=CC=C1)N1C(=C(C2=CC=C(C=C12)O)C(=O)NCC1=CC(=C(C=C1)F)F)C(C)C (1-benzyl-N-(3,4-difluorobenzyl)-6-hydroxy-2-isopropyl-1H-indole-3-carboxamide), C(C1=CC=CC=C1)N1C(=C(C2=CC=C(C=C12)O)C(=O)NCC1=CC(=C(C=C1)F)F)C(C)C (1-benzyl-N-(3,4-difluorobenzyl)-6-hydroxy-2-isopropyl-1H-indole-3-carboxamide), C(=O)([O-])[O-].[K+].[K+] (K2CO3), BrC=1SC=CN1 (2-bromothiazole), [OH-].[Na+] (NaOH). The solvent is CN(C)C=O (DMF), CCOC(=O)C (EtOAc). Run at time 8 hour. Product: C(C1=CC=CC=C1)N1C(=C(C2=CC=C(C=C12)OC=1SC=CN1)C(=O)NCC1=CC(=C(C=C1)F)F)C(C)C (1-Benzyl-N-(3,4-difluorobenzyl)-2-isopropyl-6-(1,3-thiazol-2-yloxy)-1H-indole-3-carboxamide). RXN SMILES: [CH2:1]([N:8]1[C:16]2[C:11](=[CH:12][CH:13]=[C:14]([OH:17])[CH:15]=2)[C:10]([C:18]([NH:20][CH2:21][C:22]2[CH:27]=[CH:26][C:25]([F:28])=[C:24]([F:29])[CH:23]=2)=[O:19])=[C:9]1[CH:30]([CH3:32])[CH3:31])[C:2]1[CH:7]=[CH:6][CH:5]=[CH:4][CH:3]=1.C([O-])([O-])=O.[K+].[K+].Br[C:40]1[S:41][CH:42]=[CH:43][N:44]=1.[OH-].[Na+]>CN(C=O)C.CCOC(C)=O>[CH2:1]([N:8]1[C:16]2[C:11](=[CH:12][CH:13]=[C:14]([O:17][C:40]3[S:41][CH:42]=[CH:43][N:44]=3)[CH:15]=2)[C:10]([C:18]([NH:20][CH2:21][C:22]2[CH:27]=[CH:26][C:25]([F:28])=[C:24]([F:29])[CH:23]=2)=[O:19])=[C:9]1[CH:30]([CH3:32])[CH3:31])[C:2]1[CH:7]=[CH:6][CH:5]=[CH:4][CH:3]=1 |f:1.2.3,5.6|. Reported procedure: General Procedure U. To a solution of 1-benzyl-N-(3,4-difluorobenzyl)-6-hydroxy-2-isopropyl-1H-indole-3-carboxamide (Compound 8, 12 mg, 0.028 mmol) in DMF (1 ml) was added K2CO3 (19 mg, 0.14 mmol) and 2-bromothiazole (23 mg, 0.14 mmol). The mixture was stirred at room temperature overnight and a small amount of NaOH was added. The reaction was kept stirring for 72 h, diluted with EtOAc, washed with brine, dried over Na2SO4, and concentrated in vacuo. The residue was purified by chromatography on...